From a dataset of the Open Reaction Database (ORD), a public repository of structured organic reaction records. describe an organic reaction: reactants, conditions, products, and yield Reactants: C(C)(C)(C)OC(C1=C(C=C(C=C1)\C(=N/C[Si](C)(C)C)\SC)C)=O (2-methyl-4-{methylsulfanyl-[(E)-trimethylsilanylmethylimino]-methyl}-benzoic acid tert-butyl ester), O (Water), FC(C(=O)O)(F)F (trifluoroacetic acid), FC(C(=O)O)(F)F (trifluoroacetic acid). Solvent: ClCCl (dichloromethane). Run at time 20 hour. The product is CC1=C(C(=O)O)C=CC(=C1)/C(=N/C[Si](C)(C)C)/SC (2-methyl-4-{methylsulfanyl-[(Z)-trimethylsilanyl methylimino]methyl}-benzoic acid). RXN SMILES: C([O:5][C:6](=[O:23])[C:7]1[CH:12]=[CH:11][C:10](/[C:13](/[S:20][CH3:21])=[N:14]\[CH2:15][Si:16]([CH3:19])([CH3:18])[CH3:17])=[CH:9][C:8]=1[CH3:22])(C)(C)C.FC(F)(F)C(O)=O.O>ClCCl>[CH3:22][C:8]1[CH:9]=[C:10](/[C:13](/[S:20][CH3:21])=[N:14]/[CH2:15][Si:16]([CH3:19])([CH3:18])[CH3:17])[CH:11]=[CH:12][C:7]=1[C:6]([OH:23])=[O:5]. Procedure: To a solution of 2-methyl-4-{methylsulfanyl-[(E)-trimethylsilanylmethylimino]-methyl}-benzoic acid tert-butyl ester (see Example I9) (118 mg) in dichloromethane (15 ml) was added trifluoroacetic acid (0.22 ml). The reaction mixture was stirred at ambient temperature for 20 hours. Further trifluoroacetic acid (0.11 ml) was added and the mixture was stirred for another 3 hours at ambient temperature. Water was added and the mixture was extracted twice with dichloromethane. The combined organic pha... Reaction SMILES: [OH:1][C:2]1[CH:11]=[CH:10][C:9]2[C:4](=[CH:5][CH:6]=[C:7]([OH:12])[CH:8]=2)[CH:3]=1.[C:13](OC(=O)C)(=[O:15])[CH3:14].[CH3:20][C:21](C)=[O:22]>>[C:13]([O:1][C:2]1[CH:11]=[CH:10][C:9]2[C:4](=[CH:5][CH:6]=[C:7]([O:12][C:21](=[O:22])[CH3:20])[CH:8]=2)[CH:3]=1)(=[O:15])[CH3:14]. Procedure: In a process for producing 2,6-dihydroxynaphthalene from 2,6-diisopropylnaphthalene, 2,6-diisopropylnaphthalene is oxidized in the presence of a specific proportion of a basic compound to hydroxylate or hydroperoxylate 2,6-diisopropylnaphthalene in a high conversion, and the resulting intermediate is then subjected to acid cleavage in the presence of hydrogen peroxide to produce 2,6-dihydroxynaphthalene in a high yield. The yield of 2,6-dihydroxynaphthalene increases by subjecting the reaction m... Yields the product C(C)(=O)OC1=CC2=CC=C(C=C2C=C1)OC(C)=O (2,6-diacetoxynaphthalene). Reactants: OC1=CC2=CC=C(C=C2C=C1)O (2,6-dihydroxynaphthalene), CC(=O)C (acetone), OC1=CC2=CC=C(C=C2C=C1)O (2,6-Dihydroxynaphthalene), C(C)(=O)OC(C)=O (acetic anhydride). Starting materials: [Cl-].[NH4+] (Ammonium chloride), ClC=1N=CC(=NC1)C(=O)OC (methyl 5-chloropyrazine-2-carboxylate), C1(=CC=CC=C1)C.C[Al](C)C (trimethylaluminum toluene), C(O)([O-])=O.[Na+] (sodium hydrogen carbonate). Run in C1=CC=CC=C1 (benzene), O (water), C1=CC=CC=C1 (benzene). Run at temperature 50 celsius, time 1 hour. Product: ClC=1N=CC(=NC1)C(=O)N (5-chloropyrazine-2-carboxamide). The yield is 43.0%. Reaction SMILES: [Cl-].[NH4+:2].C1(C)C=CC=CC=1.C[Al](C)C.[Cl:14][C:15]1[N:16]=[CH:17][C:18]([C:21]([O:23]C)=O)=[N:19][CH:20]=1.C(=O)([O-])O.[Na+]>C1C=CC=CC=1.O>[Cl:14][C:15]1[N:16]=[CH:17][C:18]([C:21]([NH2:2])=[O:23])=[N:19][CH:20]=1 |f:0.1,2.3,5.6|. Procedure details: Ammonium chloride (558 mg, 10.4 mmol) was suspended in benzene (5 ml) and 2M-trimethylaluminum toluene solution (5.2 ml, 10.4 mmol) was added dropwise at 0° C. After stirring for 1 hr, a solution of methyl 5-chloropyrazine-2-carboxylate (600 mg, 3.48 mmol) in benzene (5 ml) was added. The reaction mixture was heated to 50° C., and stirred overnight. After cooling, the reaction mixture was poured into water, and neutralized with saturated aqueous sodium hydrogen carbonate solution. The mixture wa... Product: CC1(C)CC(N)C(O)CN(S(=O)(=O)c2ccccn2)C1. The reactants are C1CCOC1, CC1(C)CC(N=[N+]=[N-])C(O)CN(S(=O)(=O)c2ccccn2)C1, O, c1ccc(P(c2ccccc2)c2ccccc2)cc1. Reaction SMILES: [CH2:42]1[O:43][CH2:44][CH2:45][CH2:46]1.[N:1](=[N+:2]=[N-:3])[CH:4]1[CH:5]([OH:22])[CH2:6][N:7]([S:13](=[O:14])(=[O:15])[c:16]2[n:17][cH:18][cH:19][cH:20][cH:21]2)[CH2:8][C:9]([CH3:11])([CH3:12])[CH2:10]1.[OH2:47].[c:23]1([P:24]([c:25]2[cH:26][cH:27][cH:28][cH:29][cH:30]2)[c:31]2[cH:32][cH:33][cH:34][cH:35][cH:36]2)[cH:37][cH:38][cH:39][cH:40][cH:41]1>>[NH2:1][CH:4]1[CH:5]([OH:22])[CH2:6][N:7]([S:13](=[O:14])(=[O:15])[c:16]2[n:17][cH:18][cH:19][cH:20][cH:21]2)[CH2:8][C:9]([CH3:11])([CH3:12])[CH2:10]1. Starting materials: O=C1CCC(c2ccc3[nH]c(CCCN4C(=O)c5ccccc5C4=O)nc3c2)=NN1, NN, O. The product is NCCCc1nc2cc(C3=NNC(=O)CC3)ccc2[nH]1. As a reaction SMILES: [C:1]1(=[O:2])[N:5]([CH2:6][CH2:7][CH2:8][c:9]2[n:10][c:11]3[c:12]([nH:13]2)[cH:14][cH:15][c:16]([C:18]2=[N:23][NH:22][C:21](=[O:24])[CH2:20][CH2:19]2)[cH:17]3)[C:3](=[O:4])[c:25]2[cH:26][cH:27][cH:28][cH:29][c:30]21.[NH2:32][NH2:33].[OH2:31]>>[NH2:5][CH2:6][CH2:7][CH2:8][c:9]1[n:10][c:11]2[c:12]([nH:13]1)[cH:14][cH:15][c:16]([C:18]1=[N:23][NH:22][C:21](=[O:24])[CH2:20][CH2:19]1)[cH:17]2. Reactants: COC=1C=CC=C2CCC(NC12)=O (8-methoxy-3,4-dihydrocarbostyril), ClCC(=O)Cl (chloroacetyl chloride), [Cl-].[Al+3].[Cl-].[Cl-] (aluminum chloride). Run in [N+](=O)([O-])C1=CC=CC=C1 (nitrobenzene). Conditions: time 15 hour. Yields the product ClCC(=O)C1=C2CCC(NC2=C(C=C1)OC)=O (5-chloroacetyl-8-methoxy-3,4-dihydrocarbostyril). Yield: 38.7%. RXN SMILES: [CH3:1][O:2][C:3]1[CH:4]=[CH:5][CH:6]=[C:7]2[C:12]=1[NH:11][C:10](=[O:13])[CH2:9][CH2:8]2.[Cl:14][CH2:15][C:16](Cl)=[O:17].[Cl-].[Al+3].[Cl-].[Cl-]>[N+](C1C=CC=CC=1)([O-])=O>[Cl:14][CH2:15][C:16]([C:6]1[CH:5]=[CH:4][C:3]([O:2][CH3:1])=[C:12]2[C:7]=1[CH2:8][CH2:9][C:10](=[O:13])[NH:11]2)=[O:17] |f:2.3.4.5|. Procedure details: 13 g of 8-hydroxy-3,4-dihydrocarbostyril (VII) and 20 g of chloroacetyl chloride were dissolved in 100 ml of nitrobenzene, and 40 g of aluminum chloride was added slowly to the mixture followed by stirring at a temperature of 70° to 75°C for 15 hours. The nitrobenzene was then steam-distilled. After allowing the mixture to cool, the precipitated crystals were filtered, washed with hot water and recrystallized from methanol to give 7.2 g of 5-chloroacetyl-8-hydroxy-3,4-dihydrocarbostyril (IV) as ... Reactants: C(C1=CC=CC=C1)NC=1C=C(CC(C(=O)OC(C)(C)C)(CC)C)C=CC1Cl ((+/−)-tert-butyl 2-[3-(benzylamino)-4-chlorobenzyl]-2-methylbutanoate). Reagents/catalysts: [Pd] (palladium on carbon). The solvent is C(C)(=O)OCC (ethyl acetate). Reaction conditions: time 8 hour. Product: NC=1C=C(CC(C(=O)OC(C)(C)C)(CC)C)C=CC1Cl ((+/−)-tert-butyl 2-(3-amino-4-chlorobenzyl)-2-methylbutanoate). As a reaction SMILES: C([NH:8][C:9]1[CH:10]=[C:11]([CH:24]=[CH:25][C:26]=1[Cl:27])[CH2:12][C:13]([CH3:23])([CH2:21][CH3:22])[C:14]([O:16][C:17]([CH3:20])([CH3:19])[CH3:18])=[O:15])C1C=CC=CC=1>C(OCC)(=O)C.[Pd]>[NH2:8][C:9]1[CH:10]=[C:11]([CH:24]=[CH:25][C:26]=1[Cl:27])[CH2:12][C:13]([CH3:23])([CH2:21][CH3:22])[C:14]([O:16][C:17]([CH3:19])([CH3:20])[CH3:18])=[O:15]. Reported procedure: 2.20 g (about 5.67 mmol) of (+/−)-tert-butyl 2-[3-(benzylamino)-4-chlorobenzyl]-2-methylbutanoate were dissolved in 130 ml of ethyl acetate, and 100 mg of palladium on carbon (10%) were added. At RT, the reaction mixture was stirred under an atmosphere of hydrogen at atmospheric pressure overnight. The reaction mixture was then filtered off with suction through kieselguhr, the residue was washed thoroughly with ethyl acetate and the combined filtrate was concentrated. The crude product was purif... The reactants are FC(C=1C=C(C=CC1)NN)(F)F (3-(trifluoromethyl)phenylhydrazine), N1=CN=CC(=C1)C=O (pyrimidine-5-carbaldehyde). Product: N1=CN=CC(=C1)\C=N\NC1=CC(=CC=C1)C(F)(F)F ([1-Pyrimidin-5-yl-meth-(E)-ylidene]-N′-(3-trifluoromethyl-phenyl)-hydrazine). Yield: 87.0%. RXN SMILES: [F:1][C:2]([F:12])([F:11])[C:3]1[CH:4]=[C:5]([NH:9][NH2:10])[CH:6]=[CH:7][CH:8]=1.[N:13]1[CH:18]=[C:17]([CH:19]=O)[CH:16]=[N:15][CH:14]=1>>[N:13]1[CH:18]=[C:17](/[CH:19]=[N:10]/[NH:9][C:5]2[CH:6]=[CH:7][CH:8]=[C:3]([C:2]([F:11])([F:12])[F:1])[CH:4]=2)[CH:16]=[N:15][CH:14]=1. Reported procedure: In analogy to the procedure described in Example 167A], 3-(trifluoromethyl)phenylhydrazine and pyrimidine-5-carbaldehyde gave the title compound as a yellow solid (87%). MS: 267.1 (MH+). Reactants: C(C1=CC=CC=C1)OC(=O)N1CC(C12CNCCC2)C (3-methyl-1,6-diazaspiro[3,5]nonane-1-carboxylic acid 1-benzyl ester), ClC=1C2=C(N=CN1)NC=C2 (4-chloro-7H-pyrrolo[2,3-d]pyrimidine), C([O-])([O-])=O.[K+].[K+] (potassium carbonate). The solvent is O (water). Reaction conditions: time 4 hour. Yields the product C(C1=CC=CC=C1)OC(=O)N1CC(C12CN(CCC2)C=2C1=C(N=CN2)NC=C1)C (3-methyl-6-(7H-pyrrolo[2,3-d]pyrimidin-4-yl)-1,6-diazaspiro[3.5]nonane-1-carboxylic acid benzyl ester). Yield: 95.2%. Reaction SMILES: [CH2:1]([O:8][C:9]([N:11]1[C:14]2([CH2:19][CH2:18][CH2:17][NH:16][CH2:15]2)[CH:13]([CH3:20])[CH2:12]1)=[O:10])[C:2]1[CH:7]=[CH:6][CH:5]=[CH:4][CH:3]=1.Cl[C:22]1[C:23]2[CH:30]=[CH:29][NH:28][C:24]=2[N:25]=[CH:26][N:27]=1.C(=O)([O-])[O-].[K+].[K+]>O>[CH2:1]([O:8][C:9]([N:11]1[C:14]2([CH2:19][CH2:18][CH2:17][N:16]([C:22]3[C:23]4[CH:30]=[CH:29][NH:28][C:24]=4[N:25]=[CH:26][N:27]=3)[CH2:15]2)[CH:13]([CH3:20])[CH2:12]1)=[O:10])[C:2]1[CH:3]=[CH:4][CH:5]=[CH:6][CH:7]=1 |f:2.3.4|. Reported procedure: An optically-active compound of 3-methyl-1,6-diazaspiro[3,5]nonane-1-carboxylic acid 1-benzyl ester (2.20 g) was mixed with 4-chloro-7H-pyrrolo[2,3-d]pyrimidine (1.17 g), potassium carbonate (3.17 g) and water (12 ml), and the mixture was stirred for 4 hours with refluxing. The mixture was cooled to room temperature, and extracted with chloroform twice. The combined organic layer was washed with water, 10% aqueous sodium chloride solution, dried over anhydrous magnesium sulfate, and concentrated... Product: COC(C1=CC=C(C=C1)NCC1=C(C=C(C=C1)OCC=1N(N=NC1C(C)C)C1=C(C=CC=C1Cl)Cl)C)=O (4-{4-[3-(2,6-Dichloro-phenyl)-5-isopropyl-3H-[1,2,3]triazol-4-ylmethoxy]-2-methyl-benzylamino}-benzoic acid methyl ester). The solvent is C1(=CC=CC=C1)C (toluene), CCCCCCC (heptane). Isolated yield 100.0%. Reaction SMILES: [Cl:1][C:2]1[CH:7]=[CH:6][CH:5]=[C:4]([Cl:8])[C:3]=1[N:9]1[C:13]([CH2:14][OH:15])=[C:12]([CH:16]([CH3:18])[CH3:17])[N:11]=[N:10]1.[CH3:19][O:20][C:21](=[O:38])[C:22]1[CH:27]=[CH:26][C:25]([NH:28][CH2:29][C:30]2[CH:35]=[CH:34][C:33](O)=[CH:32][C:31]=2[CH3:37])=[CH:24][CH:23]=1.C(P(CCCC)CCCC)CCC.N(C(N1CCCCC1)=O)=NC(N1CCCCC1)=O>C1(C)C=CC=CC=1.CCCCCCC>[CH3:19][O:20][C:21](=[O:38])[C:22]1[CH:23]=[CH:24][C:25]([NH:28][CH2:29][C:30]2[CH:35]=[CH:34][C:33]([O:15][CH2:14][C:13]3[N:9]([C:3]4[C:4]([Cl:8])=[CH:5][CH:6]=[CH:7][C:2]=4[Cl:1])[N:10]=[N:11][C:12]=3[CH:16]([CH3:18])[CH3:17])=[CH:32][C:31]=2[CH3:37])=[CH:26][CH:27]=1. Procedure details: To a 0° C. solution of [3-(2,6-dichloro-phenyl)-5-isopropyl-3H-[1,2,3]triazol-4-yl]-methanol (309 mg, 1.08 mmol), 4-(4-hydroxy-2-methyl-benzylamino)-benzoic acid methyl ester (292 mg, 1.08 mmol), and tri-n-butylphosphine (344 mg, 1.70 mmol) in toluene (50 mL) is added 1,1′-(Azodicarbonyl)-dipiperidine (450 mg, 1.78 mmol). The reaction mixture is stirred for 1.5 h. The reaction mixture is diluted with heptane, filtered, and concentrated under reduced pressure. The residue is purified by flash chr... Reactants: ClC1=C(C(=CC=C1)Cl)N1N=NC(=C1CO)C(C)C ([3-(2,6-dichloro-phenyl)-5-isopropyl-3H-[1,2,3]triazol-4-yl]-methanol), COC(C1=CC=C(C=C1)NCC1=C(C=C(C=C1)O)C)=O (4-(4-hydroxy-2-methyl-benzylamino)-benzoic acid methyl ester), C(CCC)P(CCCC)CCCC (tri-n-butylphosphine), N(=NC(=O)N1CCCCC1)C(=O)N1CCCCC1 (1,1′-(Azodicarbonyl)-dipiperidine). Conditions: time 1.5 hour.